This data is from the Open Reaction Database (ORD), a public repository of structured organic reaction records. The task is: describe an organic reaction: reactants, conditions, products, and yield Reactants: CCCC(=O)Cl, [Li]CCCC, O=C1NC(Cc2ccccc2)CO1, CCCCCC, [Cl-], [NH4+], C1CCOC1. Product: CCCC(=O)N1C(=O)OCC1Cc1ccccc1. Reaction SMILES: [C:25]([CH2:26][CH2:27][CH3:28])(=[O:29])[Cl:30].[CH2:14]([Li:15])[CH2:16][CH2:17][CH3:18].[CH2:1]([c:2]1[cH:3][cH:4][cH:5][cH:6][cH:7]1)[CH:8]1[NH:9][C:10](=[O:13])[O:11][CH2:12]1.[CH3:19][CH2:20][CH2:21][CH2:22][CH2:23][CH3:24].[Cl-:31].[NH4+:32].[O:33]1[CH2:34][CH2:35][CH2:36][CH2:37]1>>[CH2:1]([c:2]1[cH:3][cH:4][cH:5][cH:6][cH:7]1)[CH:8]1[N:9]([C:25]([CH2:26][CH2:27][CH3:28])=[O:29])[C:10](=[O:13])[O:11][CH2:12]1. Starting materials: CC1=C(C=CC=C1C)C(C)C=1NC=CN1 (2-[1-(2,3-Dimethylphenyl)ethyl]-1H-imidazole). Run in C(C)O (ethanol). Product: CC1=C(C=CC=C1C)[C@H](C)C=1NC=CN1 (2-[(1S)-1-(2,3-Dimethylphenyl)ethyl]-1H-imidazole). The yield is 49.3%. Reaction SMILES: [CH3:1][C:2]1[C:7]([CH3:8])=[CH:6][CH:5]=[CH:4][C:3]=1[CH:9]([C:11]1[NH:12][CH:13]=[CH:14][N:15]=1)[CH3:10]>C(O)C>[CH3:1][C:2]1[C:7]([CH3:8])=[CH:6][CH:5]=[CH:4][C:3]=1[C@@H:9]([C:11]1[NH:15][CH:14]=[CH:13][N:12]=1)[CH3:10]. Reported procedure: The compound of Example 1 (750 mg, 3.75 mmol) was dissolved in ethanol (4 ml) and the enantiomers were separated by automated preparative liquid chromatography (Gilson system, 50×50 mm ID Chiralcel OD, 20 μm column, 50 ml/min) using ethanol:hexane [10:90] as the mobile phase. The appropriate fractions were combined and concentrated to give the title compound (370 mg). The reactants are CN(C)P(=O)(N(C)C)N(C)C, O=C([O-])c1ccc(NCCCCCCCCC2CCCCC2)cc1, ClCC1CO1, [Na+], O. The product is O=C(OCC1CO1)c1ccc(NCCCCCCCCC2CCCCC2)cc1. RXN SMILES: [CH3:31][N:32]([P:33]([N:34]([CH3:35])[CH3:36])([N:37]([CH3:38])[CH3:39])=[O:40])[CH3:41].[CH:6]1([CH2:12][CH2:13][CH2:14][CH2:15][CH2:16][CH2:17][CH2:18][CH2:19][NH:20][c:21]2[cH:22][cH:23][c:24]([C:25](=[O:26])[O-:27])[cH:28][cH:29]2)[CH2:7][CH2:8][CH2:9][CH2:10][CH2:11]1.[Cl:1][CH2:2][CH:3]1[CH2:4][O:5]1.[Na+:30].[OH2:42]>>[CH2:2]([CH:3]1[CH2:4][O:5]1)[O:27][C:25]([c:24]1[cH:23][cH:22][c:21]([NH:20][CH2:19][CH2:18][CH2:17][CH2:16][CH2:15][CH2:14][CH2:13][CH2:12][CH:6]2[CH2:7][CH2:8][CH2:9][CH2:10][CH2:11]2)[cH:29][cH:28]1)=[O:26]. Yields the product C(C)(=O)N1CCC(CC1)N1CC=2C=3C=NNC3C=CC2C[C@H](C1=O)NC(=O)N1CCC(CC1)N1C(NC2=CC=CC=C2C1)=O ((R)-N-(9-(1-acetylpiperidin-4-yl)-8-oxo-3,6,7,8,9,10-hexahydroazepino[3,4-e]indazol-7-yl)-4-(2-oxo-1,2-dihydroquinazolin-3(4H)-yl)piperidine-1-carboxamide). Reaction SMILES: CS(O)(=O)=O.[C:6]([N:9]1[CH2:14][CH2:13][CH:12]([N:15]2[C:28](=[O:29])[C@H:27]([NH2:30])[CH2:26][C:25]3[CH:24]=[CH:23][C:22]4[NH:21][N:20]=[CH:19][C:18]=4[C:17]=3[CH2:16]2)[CH2:11][CH2:10]1)(=[O:8])[CH3:7].[C:31](O)(=[O:33])C.[NH:35]1[CH2:40][CH2:39][CH:38]([N:41]2[CH2:50][C:49]3[C:44](=[CH:45][CH:46]=[CH:47][CH:48]=3)[NH:43][C:42]2=[O:51])[CH2:37][CH2:36]1>>[C:6]([N:9]1[CH2:14][CH2:13][CH:12]([N:15]2[C:28](=[O:29])[C@H:27]([NH:30][C:31]([N:35]3[CH2:36][CH2:37][CH:38]([N:41]4[CH2:50][C:49]5[C:44](=[CH:45][CH:46]=[CH:47][CH:48]=5)[NH:43][C:42]4=[O:51])[CH2:39][CH2:40]3)=[O:33])[CH2:26][C:25]3[CH:24]=[CH:23][C:22]4[NH:21][N:20]=[CH:19][C:18]=4[C:17]=3[CH2:16]2)[CH2:11][CH2:10]1)(=[O:8])[CH3:7] |f:0.1,2.3|. The yield is 28.0%. Procedure: (R)-9-(1-acetylpiperidin-4-yl)-7-amino-6,7,9,10-tetrahydroazepino[3,4-e]indazol-8(3H)-one methanesulfonate (42 mg, 0.08 mmol) and 3-(piperidin-4-yl)-3,4-dihydroquinazolin-2(1H)-one acetate (30 mg, 0.10 mmol) were reacted in a manner analogous to the preparation of 4-(2-oxo-1,4-dihydro-2H-quinazolin-3-yl)-piperidine-1-carboxylic acid [8-oxo-9-(2-piperidin-1-yl-ethyl)-3,6,7,8,9,10-hexahydro-2,3,9-triaza-(R)-cyclohepta[e]inden-7-yl]-amide. C18 preparatory HPLC afforded the title compound as white s... Reactants: CS(=O)(=O)O.C(C)(=O)N1CCC(CC1)N1CC=2C=3C=NNC3C=CC2C[C@H](C1=O)N ((R)-9-(1-acetylpiperidin-4-yl)-7-amino-6,7,9,10-tetrahydroazepino[3,4-e]indazol-8(3H)-one methanesulfonate), C(C)(=O)O.N1CCC(CC1)N1C(NC2=CC=CC=C2C1)=O (3-(piperidin-4-yl)-3,4-dihydroquinazolin-2(1H)-one acetate), 4-(2-oxo-1,4-dihydro-2H-quinazolin-3-yl)-piperidine-1-carboxylic acid [8-oxo-9-(2-piperidin-1-yl-ethyl)-3,6,7,8,9,10-hexahydro-2,3,9-triaza-(R)-cyclohepta[e]inden-7-yl]-amide. Reactants: COC(=O)NC(C(=O)OC)=C (methyl alpha-(methoxycarbonylamino)-acrylate). Run in C1(=CC=CC=C1)C (toluene), C1(=CC=CC=C1)C (toluene). Run at temperature -78 celsius. The product is N(=C=O)C(C(=O)OC)=C (Methyl alpha-Isocyanatoacrylate). Yield: 50.0%. RXN SMILES: C[O:2][C:3]([NH:5][C:6](=[CH2:11])[C:7]([O:9][CH3:10])=[O:8])=O>C1(C)C=CC=CC=1>[N:5]([C:6](=[CH2:11])[C:7]([O:9][CH3:10])=[O:8])=[C:3]=[O:2]. Procedure details: The apparatus and procedure used in Example 6 are repeated except that the tube is filled with silica-alumina (Strem, 87% silica, 52.39 g after drying). A solution of methyl alpha-(methoxycarbonylamino)-acrylate (5.86 g, 0.37 mmol) in 10 ml toluene is passed down the column. Both traps are cooled to -78° C., and the contents are combined for analysis. 1H NMR of the reaction products (14.2 g including toluene) indicated a 90% conversion of starting material and a 50% yield of isocyanate. Starting materials: CO, N=C1CSC(=O)N1, N=C1NC(=N)c2ccccc21. Yields the product N=C1NC(=O)SC1=C1NC(=N)c2ccccc21. Reaction SMILES: [CH3:19][OH:20].[NH:1]=[C:2]1[NH:3][C:4](=[O:7])[S:5][CH2:6]1.[NH:8]=[C:9]1[NH:10][C:11](=[NH:18])[c:12]2[cH:13][cH:14][cH:15][cH:16][c:17]21>>[NH:1]=[C:2]1[NH:3][C:4](=[O:7])[S:5][C:6]1=[C:11]1[NH:10][C:9](=[NH:8])[c:17]2[c:12]1[cH:13][cH:14][cH:15][cH:16]2. The product is ClC=1C2=C(N=CN1)NC(=C2)C=2CCN(CC2)C(CCN2CCCCC2)=O (1-[4-(4-Chloro-7H-pyrrolo[2,3-d]pyrimidin-6-yl)-3,6-dihydro-2H-pyridin-1-yl]-3-piperidin-1-ylpropan-1-one). As a reaction SMILES: Cl.Cl.[Cl:3][C:4]1[C:5]2[CH:12]=[C:11]([C:13]3[CH2:14][CH2:15][NH:16][CH2:17][CH:18]=3)[NH:10][C:6]=2[N:7]=[CH:8][N:9]=1.[N:19]1([CH2:25][CH2:26][C:27](O)=[O:28])[CH2:24][CH2:23][CH2:22][CH2:21][CH2:20]1.ON1C2C=CC=CC=2N=N1.Cl.CN(C)CCCN=C=NCC.CCN(C(C)C)C(C)C>CN(C=O)C>[Cl:3][C:4]1[C:5]2[CH:12]=[C:11]([C:13]3[CH2:14][CH2:15][N:16]([C:27](=[O:28])[CH2:26][CH2:25][N:19]4[CH2:24][CH2:23][CH2:22][CH2:21][CH2:20]4)[CH2:17][CH:18]=3)[NH:10][C:6]=2[N:7]=[CH:8][N:9]=1 |f:0.1.2,5.6|. The reactants are Cl.Cl.ClC=1C2=C(N=CN1)NC(=C2)C=2CCNCC2 (4-chloro-6-(1,2,3,6-tetrahydropyridin-4-yl)-7H-pyrrolo[2,3-d]pyrimidine bis-hydrochloride), N1(CCCCC1)CCC(=O)O (1-piperidinepropanoic acid), ON1N=NC2=C1C=CC=C2 (1-hydroxybenzotriazole), Cl.CN(CCCN=C=NCC)C (N-(3-dimethylaminopropyl)-N′-ethylcarbodiimide hydrochloride), CCN(C(C)C)C(C)C (DiPEA). Procedure details: To a suspension/solution of 4-chloro-6-(1,2,3,6-tetrahydropyridin-4-yl)-7H-pyrrolo[2,3-d]pyrimidine bis-hydrochloride (19.1 mg, 0.0621 mmol, 1 eq), 1-piperidinepropanoic acid (24.5 mg, 0.156 mmol, 2.5 eq), 1-hydroxybenzotriazole (HOBt) (8.5 mg, 0.063 mmol, 1 eq), and N-(3-dimethylaminopropyl)-N′-ethylcarbodiimide hydrochloride (EDC) (36.3 mg, 0.189 mmol, 3 eq) in anhydrous DMF (1.3 mL), DiPEA (64 μL, 0.37 mmol, 6 eq) was added and the reaction was stirred at rt, under N2, for 16 h. Solvent was c... Conditions: time 16 hour. Run in CN(C)C=O (DMF).